Dataset: the Open Reaction Database (ORD), a public repository of structured organic reaction records. Task: describe an organic reaction: reactants, conditions, products, and yield The reactants are CC[SiH](CC)CC, O=C(O)Cc1ccc(N2C(=O)c3c(c(OCC(F)(F)F)c4ccccc4c3OCC(F)(F)F)C2O)c(Cl)c1, O=C(O)C(F)(F)F. The product is O=C(O)Cc1ccc(N2Cc3c(c(OCC(F)(F)F)c4ccccc4c3OCC(F)(F)F)C2=O)c(Cl)c1. As a reaction SMILES: [CH2:39]([SiH:40]([CH2:41][CH3:42])[CH2:43][CH3:44])[CH3:45].[Cl:1][c:2]1[cH:3][c:4]([CH2:35][C:36](=[O:37])[OH:38])[cH:5][cH:6][c:7]1[N:8]1[C:9](=[O:34])[c:10]2[c:11]([O:28][CH2:29][C:30]([F:31])([F:32])[F:33])[c:12]3[c:13]([c:14]([O:18][CH2:19][C:20]([F:21])([F:22])[F:23])[c:15]2[CH:16]1[OH:17])[cH:24][cH:25][cH:26][cH:27]3.[OH:46][C:47]([C:48]([F:49])([F:50])[F:51])=[O:52]>>[Cl:1][c:2]1[cH:3][c:4]([CH2:35][C:36](=[O:37])[OH:38])[cH:5][cH:6][c:7]1[N:8]1[C:9](=[O:34])[c:10]2[c:11]([O:28][CH2:29][C:30]([F:31])([F:32])[F:33])[c:12]3[c:13]([c:14]([O:18][CH2:19][C:20]([F:21])([F:22])[F:23])[c:15]2[CH2:16]1)[cH:24][cH:25][cH:26][cH:27]3. Reagents/catalysts: CC(=O)[O-].CC(=O)[O-].[Pd+2] (Pd(OAc)2). Reaction SMILES: N[C:2]1[CH:9]=[C:8]([CH3:10])[C:5]([CH:6]=[O:7])=[C:4]([CH3:11])[CH:3]=1.N([O-])=O.[Na+].CO.[C:18]([O:22][CH3:23])(=[O:21])[CH:19]=[CH2:20]>[H+].[B-](F)(F)(F)F.O.CC([O-])=O.CC([O-])=O.[Pd+2]>[CH3:23][O:22][C:18](=[O:21])[CH:19]=[CH:20][C:2]1[CH:9]=[C:8]([CH3:10])[C:5]([CH:6]=[O:7])=[C:4]([CH3:11])[CH:3]=1 |f:1.2,5.6,8.9.10|. Solvent: O (water), [H+].[B-](F)(F)(F)F (HBF4). Procedure: To a suspension of 4-amino-2,6-dimethylbenzaldehyde (1.0 g., 6.71 mmol) in enough 42% HBF4 to be stirred at 0° C. was added a solution of NaNO2 (463 mg, 6.71 mmol) in water (5 mL) slowly. After 30 min at 0° C., MeOH (20 mL) was added followed by Pd(OAc)2 (229 mg) and methyl acrylate (1155 mg, 13.42 mmol). The reaction mixture was heated at 80° C. for 30 min then the suspension was filtered through Celite and washed with CH2Cl2. The filtrate was extracted with CH2Cl2 and the organic layer was was... Yields the product COC(C=CC1=CC(=C(C(=C1)C)C=O)C)=O (3-(4-Formyl-3,5-dimethylphenyl)-acrylic acid methyl ester). Run at temperature 0 celsius, time 30 minute. Starting materials: N(=O)[O-].[Na+] (NaNO2), C(C=C)(=O)OC (methyl acrylate), NC1=CC(=C(C=O)C(=C1)C)C (4-amino-2,6-dimethylbenzaldehyde), CO (MeOH). The reactants are C(C)OCCN=C=O (2-ethoxyethyl isocyanate), FC=1C(NC(NC1)=O)=O (5-fluorouracil), resultant mixture. Run in CN(C(C)=O)C (N,N-dimethylacetamide), C(C)(=O)OCC (ethyl acetate). Conditions: time 3 hour. The product is C(C)OCCNC(=O)N1C(=O)NC(=O)C(=C1)F (1-[N-(2-ethoxyethyl)carbamoyl]-5-fluorouracil). As a reaction SMILES: [CH2:1]([O:3][CH2:4][CH2:5][N:6]=[C:7]=[O:8])[CH3:2].[F:9][C:10]1[C:11](=[O:17])[NH:12][C:13](=[O:16])[NH:14][CH:15]=1>CN(C)C(=O)C.C(OCC)(=O)C>[CH2:1]([O:3][CH2:4][CH2:5][NH:6][C:7]([N:14]1[CH:15]=[C:10]([F:9])[C:11](=[O:17])[NH:12][C:13]1=[O:16])=[O:8])[CH3:2]. Reported procedure: To the above solution of 2-ethoxyethyl isocyanate was added a solution of 5-fluorouracil (2.60 g.) in N,N-dimethylacetamide (20 ml.) at 80° and stirred for further 3 hours at the same temperature. The resultant mixture was diluted with ethyl acetate (200 ml.), washed with saturated sodium chloride aqueous solution (each 30 ml., 2 times), dried over magnesium sulfate, treated with activated charcoal, filtered and evaporated in vacuo. The residue was recrystallized from ethyl acetate to give 1-[N-... The reactants are [C-]#N.[K+] (KCN), N1CCOCC1 (morpholine), O1CCOC12CCC(CC2)C=O (1,4-dioxa-spiro[4.5]decane-8-carboxaldehyde), C(C)(=O)OCC (ethyl acetate). Run in C(C)O (ethanol), O (water). Reaction conditions: time 72 hour. Yields the product O1CCN(CC1)C(C#N)C1CCC2(OCCO2)CC1 (Morpholino-(1,4-dioxa-spiro[4.5]dec-8-yl)-acetonitrile). Reaction SMILES: [C-:1]#[N:2].[K+].[NH:4]1[CH2:9][CH2:8][O:7][CH2:6][CH2:5]1.[O:10]1[C:14]2([CH2:19][CH2:18][CH:17]([CH:20]=O)[CH2:16][CH2:15]2)[O:13][CH2:12][CH2:11]1.C(OCC)(=O)C>C(O)C.O>[O:7]1[CH2:8][CH2:9][N:4]([CH:20]([CH:17]2[CH2:16][CH2:15][C:14]3([O:10][CH2:11][CH2:12][O:13]3)[CH2:19][CH2:18]2)[C:1]#[N:2])[CH2:5][CH2:6]1 |f:0.1|. Reported procedure: KCN (0.17 mol) and morpholine (14.7 g, 0.17 mol) were added to a solution of 1,4-dioxa-spiro[4.5]decane-8-carboxaldehyde (0.141 mol) in a mixture of ethanol (141 ml) and water (70 ml), and stirring was carried out for 72 h at 25° C. After addition of ethyl acetate (700 ml), the organic phase was separated off and washed in succession with water (4×150 ml) and aqueous FeSO4 solution (4×150 ml). The organic phase was separated off and dried over Na2SO4 and then filtered off. The solvent was remove... Reactants: C(C(=C)C)(=O)OC (methyl methacrylate), C(C)(=O)OC=C (vinyl acetate), C(C=C)(=O)OCC (ethyl acrylate). Product: C(C(=C)C)(=O)OC.C(C)(=O)OC=C.C(C=C)(=O)OCC (Methyl Methacrylate Vinyl Acetate Ethyl Acrylate). As a reaction SMILES: [C:1]([O:6][CH3:7])(=[O:5])[C:2]([CH3:4])=[CH2:3].[C:8]([O:11][CH:12]=[CH2:13])(=[O:10])[CH3:9].[C:14]([O:18][CH2:19][CH3:20])(=[O:17])[CH:15]=[CH2:16]>>[C:1]([O:6][CH3:7])(=[O:5])[C:2]([CH3:4])=[CH2:3].[C:8]([O:11][CH:12]=[CH2:13])(=[O:10])[CH3:9].[C:14]([O:18][CH2:19][CH3:20])(=[O:17])[CH:15]=[CH2:16] |f:3.4.5|. Reported procedure: Prepare polymeric foam in the manner described using a copolymer of 90.3 wt % methyl methacrylate, 7.1 wt % vinyl acetate and 2.6 wt % ethyl acrylate monomers. The copolymer has a glass transition temperature of 106° C. See Table 5 for process parameters and resulting foam properties. The reactants are [Si](C)(C)(C(C)(C)C)OCC=1N=C(OC1)C(C)O (1-(4-(((tert-butyldimethylsilyl)oxy)methyl)oxazol-2-yl)ethanol), N#N (N2). Reagents/catalysts: O=[Mn]=O (MnO2). The solvent is C(=O)(C)C#N (AcCN). Reaction conditions: time 8 hour. The product is [Si](C)(C)(C(C)(C)C)OCC=1N=C(OC1)C(C)=O (1-(4-(((tert-Butyldimethylsilyl)oxy)methyl)oxazol-2-yl)ethanone). Reaction SMILES: N#N.[Si:3]([O:10][CH2:11][C:12]1[N:13]=[C:14]([CH:17]([OH:19])[CH3:18])[O:15][CH:16]=1)([C:6]([CH3:9])([CH3:8])[CH3:7])([CH3:5])[CH3:4]>C(C#N)(C)=O.O=[Mn]=O>[Si:3]([O:10][CH2:11][C:12]1[N:13]=[C:14]([C:17](=[O:19])[CH3:18])[O:15][CH:16]=1)([C:6]([CH3:9])([CH3:7])[CH3:8])([CH3:5])[CH3:4]. Procedure: In a flame dried round-bottomed flask equipped with a magnetic stir bar and under inert atmosphere (N2), a solution of 1-(4-(((tert-butyldimethylsilyl)oxy)methyl)oxazol-2-yl)ethanol (260 mg, 1.01 mmol) in AcCN (7.1 mL) was treated at rt with MnO2 (1488 mg, 5.05 mmol) and the resulting mixture was stirred overnight at rt. The reaction mixture was filtered and the solvent was removed under reduced pressure to give the title compound as a yellow oil. TLC: rf (2:1 hept-EA)=0.55. LC-MS-conditions 07:... Product: Cl, COc1cc2c(c3c1OC(C)(C)C3)C(c1ccc(=O)n(CC(=O)O)c1)=NC(C)(C)C2. Reactants: COc1cc2c(c3c1OC(C)(C)C3)C(c1ccc(=O)n(CC(=O)OC(C)(C)C)c1)=NC(C)(C)C2, Cl. As a reaction SMILES: [CH3:1][C:2]([CH3:3])([CH3:4])[O:5][C:6]([CH2:7][n:8]1[c:9](=[O:33])[cH:10][cH:11][c:12]([C:14]2=[N:15][C:16]([CH3:31])([CH3:32])[CH2:17][c:18]3[cH:19][c:20]([O:29][CH3:30])[c:21]4[c:22]([c:23]32)[CH2:24][C:25]([CH3:27])([CH3:28])[O:26]4)[cH:13]1)=[O:34].[ClH:35]>>[ClH:35].[O:5]=[C:6]([CH2:7][n:8]1[c:9](=[O:33])[cH:10][cH:11][c:12]([C:14]2=[N:15][C:16]([CH3:31])([CH3:32])[CH2:17][c:18]3[cH:19][c:20]([O:29][CH3:30])[c:21]4[c:22]([c:23]32)[CH2:24][C:25]([CH3:27])([CH3:28])[O:26]4)[cH:13]1)[OH:34]. Product: FC1=C(C=CC=C1CO)C=1C=NC(=NC1)OCC1CCN(CC1)C(C)=O (1-{4-[({5-[2-fluoro-3-(hydroxymethyl)phenyl]pyrimidin-2-yl}oxy)methyl]piperidin-1-yl}ethan-1-one). The reactants are CCCC[N+](CCCC)(CCCC)CCCC.[F-].C1CCOC1 (TBAF THF), OCC1CCN(CC1)C(C)=O (1-[4-(Hydroxymethyl)piperidin-1-yl]ethan-1-one), [Si](C)(C)(C(C)(C)C)OCC=1C(=C(C=CC1)C=1C=NC(=NC1)Cl)F (5-[3-({[tert-Butyl(dimethyl)silyl]oxy}methyl)-2-fluorophenyl]-2-chloropyrimidine), [H-].[Na+] (NaH). Procedure details: 1-[4-(Hydroxymethyl)piperidin-1-yl]ethan-1-one (200 mg) and THF (4 ml) were mixed, and NaH (70 mg) was added thereto, followed by stirring at room temperature for minutes. 5-[3-({[tert-Butyl(dimethyl)silyl]oxy}methyl)-2-fluorophenyl]-2-chloropyrimidine (200 mg) was added to the reaction mixture, followed by stirring at room temperature for 1 hour, and then 1 M TBAF/THF (1.2 ml) was added thereto, followed by stirring at room temperature. Water and EtOAc were added to the reaction mixture, and th... Reaction SMILES: [OH:1][CH2:2][CH:3]1[CH2:8][CH2:7][N:6]([C:9](=[O:11])[CH3:10])[CH2:5][CH2:4]1.[H-].[Na+].[Si]([O:21][CH2:22][C:23]1[C:24]([F:36])=[C:25]([C:29]2[CH:30]=[N:31][C:32](Cl)=[N:33][CH:34]=2)[CH:26]=[CH:27][CH:28]=1)(C(C)(C)C)(C)C.CCCC[N+](CCCC)(CCCC)CCCC.[F-].C1COCC1>CCOC(C)=O.O.C1COCC1>[F:36][C:24]1[C:23]([CH2:22][OH:21])=[CH:28][CH:27]=[CH:26][C:25]=1[C:29]1[CH:34]=[N:33][C:32]([O:1][CH2:2][CH:3]2[CH2:4][CH2:5][N:6]([C:9](=[O:11])[CH3:10])[CH2:7][CH2:8]2)=[N:31][CH:30]=1 |f:1.2,4.5.6|. The solvent is CCOC(=O)C (EtOAc), O (Water), C1CCOC1 (THF). The yield is 82.0%. Reactants: C(C)(=O)O (acetic acid), NC1=CC(=C(C=C1NCC)SC1=C2C=CN=CC2=CC=C1)Cl (5-(4-Amino-5-ethylamino-2-chlorophenylsulfanyl)isoquinoline), O.N (ammonia water). Solvent: Cl (hydrochloric acid). The product is ClC1=CC2=C(N(C(=N2)C)CC)C=C1SC1=C2C=CN=CC2=CC=C1 (5-chloro-1-ethyl-6-(5-isoquinolylsulfanyl)-2-methyl-1H-benzo[d]imidazole). Isolated yield 58.5%. RXN SMILES: [NH2:1][C:2]1[C:7]([NH:8][CH2:9][CH3:10])=[CH:6][C:5]([S:11][C:12]2[CH:21]=[CH:20][CH:19]=[C:18]3[C:13]=2[CH:14]=[CH:15][N:16]=[CH:17]3)=[C:4]([Cl:22])[CH:3]=1.[C:23](O)(=O)[CH3:24].O.N>Cl>[Cl:22][C:4]1[C:5]([S:11][C:12]2[CH:21]=[CH:20][CH:19]=[C:18]3[C:13]=2[CH:14]=[CH:15][N:16]=[CH:17]3)=[CH:6][C:7]2[N:8]([CH2:23][CH3:24])[C:9]([CH3:10])=[N:1][C:2]=2[CH:3]=1 |f:2.3|. Reported procedure: 5-(4-Amino-5-ethylamino-2-chlorophenylsulfanyl)isoquinoline 210 mg (0.6 mmol) was dissolved in 6N hydrochloric acid 3 ml, acetic acid 0.1 ml was added, and the mixture was heated and refluxed overnight. The reaction mixture was neutralized with ammonia water and extracted with ethyl acetate. The organic layer was washed with saturated sodium chloride, dried over anhydrous magnesium sulfate and concentrated under reduced pressure, and 5-chloro-1-ethyl-6-(5-isoquinolylsulfanyl)-2-methyl-1H-benzo[d... The reactants are COC=1C=C(C(=O)N2CC(CC2)(CCOS(=O)(=O)C)C2=CC=C(C=C2)OC)C=C(C1OC)OC (1-(3,4,5-trimethoxybenzoyl)-3-(4-methoxyphenyl)-3-(2-methanesulfonyloxyethyl)pyrrolidine), C(C)OCCN1C(=NC2=C1C=CC=C2)NC2CCNCC2 ((1-(2-ethoxyethyl)-1H-benzimidazol-2-yl)(piperidin-4-yl)amine). Yields the product COC=1C=C(C(=O)N2CC(CC2)(C2=CC=C(C=C2)OC)CCN2CCC(CC2)NC2=NC3=C(N2CCOCC)C=CC=C3)C=C(C1OC)OC (1-(3,4,5-trimethoxybenzoyl)-3-(2-(4-(1-(2-ethoxyethyl)-1H-benzimidazol-2-yl-amino)piperidin-1-yl)ethyl)-3-(4-methoxyphenyl)pyrrolidine). As a reaction SMILES: [CH3:1][O:2][C:3]1[CH:4]=[C:5]([CH:28]=[C:29]([O:33][CH3:34])[C:30]=1[O:31][CH3:32])[C:6]([N:8]1[CH2:12][CH2:11][C:10]([C:20]2[CH:25]=[CH:24][C:23]([O:26][CH3:27])=[CH:22][CH:21]=2)([CH2:13][CH2:14]OS(C)(=O)=O)[CH2:9]1)=[O:7].[CH2:35]([O:37][CH2:38][CH2:39][N:40]1[C:44]2[CH:45]=[CH:46][CH:47]=[CH:48][C:43]=2[N:42]=[C:41]1[NH:49][CH:50]1[CH2:55][CH2:54][NH:53][CH2:52][CH2:51]1)[CH3:36]>>[CH3:34][O:33][C:29]1[CH:28]=[C:5]([CH:4]=[C:3]([O:2][CH3:1])[C:30]=1[O:31][CH3:32])[C:6]([N:8]1[CH2:12][CH2:11][C:10]([CH2:13][CH2:14][N:53]2[CH2:52][CH2:51][CH:50]([NH:49][C:41]3[N:40]([CH2:39][CH2:38][O:37][CH2:35][CH3:36])[C:44]4[CH:45]=[CH:46][CH:47]=[CH:48][C:43]=4[N:42]=3)[CH2:55][CH2:54]2)([C:20]2[CH:21]=[CH:22][C:23]([O:26][CH3:27])=[CH:24][CH:25]=2)[CH2:9]1)=[O:7]. Procedure details: Prepare by the method of Example 1.6 using 1-(3,4,5-trimethoxybenzoyl)-3-(4-methoxyphenyl)-3-(2-methanesulfonyloxyethyl)pyrrolidine (0.3 g, 1.0 mmol) and (1-(2-ethoxyethyl)-1H-benzimidazol-2-yl)(piperidin-4-yl)amine (0.52 g, 1.0 mmol). Purify by chromatography on silica gel eluting with 2% triethylamine/5% methanol/ethyl acetate to give the title compound: Rf=0.38 (silica gel, 2% triethylamine/5% methanol/ethyl acetate).